From a dataset of the Open Reaction Database (ORD), a public repository of structured organic reaction records. describe an organic reaction: reactants, conditions, products, and yield Reactants: CO (methanol), carbonyl, [N-]=C=O (isocyanate), [H-].[Na+] (sodium hydride), C(C)(C)(C)N=NC(C)(C)N=C=O (2-t-Butylazo-2-isocyanatopropane). Solvent: O (water). Conditions: temperature 25 celsius, time 1 hour. The product is C(C)(C)(C)N=NC(C)(C)NC(=O)OC (2-t-Butylazo-2-(methoxycarbonylamino)propane). Reaction SMILES: CO.[H-].[Na+].[C:5]([N:9]=[N:10][C:11]([N:14]=[C:15]=[O:16])([CH3:13])[CH3:12])([CH3:8])([CH3:7])[CH3:6].[N-]=[C:18]=[O:19]>O>[C:5]([N:9]=[N:10][C:11]([NH:14][C:15]([O:19][CH3:18])=[O:16])([CH3:13])[CH3:12])([CH3:8])([CH3:6])[CH3:7] |f:1.2|. Reported procedure: To 50 ml of methanol in a 125 ml erlenmeyer flask stirred with a magnetic stirrer was slowly added 3.1 grams (0.075 moles) of 57% sodium hydride. The reaction mixture was cooled back to 25° C. and 12.7 grams (0.075 moles) of 2-t-butylazo-2-isocyanatopropane (from Example XIV) was added dropwise over 5 minutes. The reaction mixture was stirred for approximately 1 hour, poured into 200 ml water and the product extracted with pentane. The pentane extract was washed with water, 10% NaHCO3 solution, ... Starting materials: BrC=1C(=NN(C1)C1OCCCC1)[N+](=O)[O-] (4-bromo-3-nitro-1-(tetrahydro-2H-pyran-2-yl)-1H-pyrazole), C1(=CCCCC1)B1OC(C(O1)(C)C)(C)C (2-cyclohex-1-en-1-yl-4,4,5,5-tetramethyl-1,3,2-dioxaborolane), C([O-])([O-])=O.[K+].[K+] (potassium carbonate). Reagents/catalysts: C1=CC=C(C=C1)P([C-]2C=CC=C2)C3=CC=CC=C3.C1=CC=C(C=C1)P([C-]2C=CC=C2)C3=CC=CC=C3.Cl[Pd]Cl.[Fe+2] ([1,1′-bis(diphenylphosphino)ferrocene]dichloropalladium). Solvent: CN(C)C=O (DMF). Yields the product C1(=CCCCC1)C=1C(=NN(C1)C1OCCCC1)[N+](=O)[O-] (4-Cyclohex-1-en-1-yl-3-nitro-1-(tetrahydro-2H-pyran-2-yl)-1H-pyrazole). Isolated yield 78.8%. As a reaction SMILES: Br[C:2]1[C:3]([N+:13]([O-:15])=[O:14])=[N:4][N:5]([CH:7]2[CH2:12][CH2:11][CH2:10][CH2:9][O:8]2)[CH:6]=1.[C:16]1(B2OC(C)(C)C(C)(C)O2)[CH2:21][CH2:20][CH2:19][CH2:18][CH:17]=1.C(=O)([O-])[O-].[K+].[K+]>C1C=CC(P(C2C=CC=CC=2)[C-]2C=CC=C2)=CC=1.C1C=CC(P(C2C=CC=CC=2)[C-]2C=CC=C2)=CC=1.Cl[Pd]Cl.[Fe+2].CN(C=O)C>[C:16]1([C:2]2[C:3]([N+:13]([O-:15])=[O:14])=[N:4][N:5]([CH:7]3[CH2:12][CH2:11][CH2:10][CH2:9][O:8]3)[CH:6]=2)[CH2:21][CH2:20][CH2:19][CH2:18][CH:17]=1 |f:2.3.4,5.6.7.8|. Procedure details: The reaction and aftertreatment were conducted in the same manner as in Example 33a by using 4-bromo-3-nitro-1-(tetrahydro-2H-pyran-2-yl)-1H-pyrazole (WO 2010/079443; 1.20 g, 4.35 mmol), 2-cyclohex-1-en-1-yl-4,4,5,5-tetramethyl-1,3,2-dioxaborolane (1.20 g, 5.77 mmol), [1,1′-bis(diphenylphosphino)ferrocene]dichloropalladium (II) (250 mg, 0.342 mmol), potassium carbonate (2.00 g, 14.5 mmol) and DMF (13 mL), to yield the title compound (950 mg, 79%) as a yellow oil. Starting materials: CC(C(=O)O)=CC1=CC=CC=C1 (α-methyl cinnamic acid). Reagents/catalysts: [Pd] (palladium on carbon). Solvent: CO (methanol), CO (methanol). Product: CC(C(=O)O)CC1=CC=CC=C1 (α-Methyl-hydrocinnamic acid). RXN SMILES: [CH3:1][C:2](=[CH:6][C:7]1[CH:12]=[CH:11][CH:10]=[CH:9][CH:8]=1)[C:3]([OH:5])=[O:4]>CO.[Pd]>[CH3:1][CH:2]([CH2:6][C:7]1[CH:12]=[CH:11][CH:10]=[CH:9][CH:8]=1)[C:3]([OH:5])=[O:4]. Procedure: A solution of α-methyl cinnamic acid (10.0 g., 61.7 mmol.) in dry methanol (250 ml.) was treated with 10% palladium on carbon and hydrogenated (balloon used) at room temperature for 16 hours. The reaction mixture was diluted with methanol (250 ml.), filtered through a Celite pad in a millipore unit, washing the pad well with methanol (2×100 ml.). The clear filtrate was evaporated to dryness to give 10.225 g. of title product as a thick syrup. Reactants: CC1=CC=C(COC(=O)C=2C(C(=C(NC2C)C)C(=O)OC(C)C)C2=CC(=CC=C2)[N+](=O)[O-])C=C1 (2,6-dimethyl-3-isopropoxycarbonyl-4-(3'-nitrophenyl)1,4-dihydropyridine-5-carboxylic acid 4-methylbenzyl ester). Run in C(C)O (ethanol), C(C)O (ethanol). Yields the product 3'-nitrobenzylideneacetoacetic acid isopropyl ester, CC1=CC=C(COC(\C=C(\C)/N)=O)C=C1 (β-aminocrotonic acid 4-methylbenzyl ester). Isolated yield 75.0%. RXN SMILES: [CH3:1][C:2]1[CH:34]=[CH:33][C:5]([CH2:6][O:7][C:8]([C:10]2C(C3C=CC=C([N+]([O-])=O)C=3)C(C(OC(C)C)=O)=C(C)[NH:14][C:15]=2[CH3:16])=[O:9])=[CH:4][CH:3]=1>C(O)C>[CH3:1][C:2]1[CH:34]=[CH:33][C:5]([CH2:6][O:7][C:8](=[O:9])/[CH:10]=[C:15](\[NH2:14])/[CH3:16])=[CH:4][CH:3]=1. Procedure details: Analogously to Example 1 heating a solution of 75 mmols of 3'-nitrobenzylideneacetoacetic acid isopropyl ester and 75 mmols of β-aminocrotonic acid 4-methylbenzyl ester in 120 ml of ethanol gave 2,6-dimethyl-3-isopropoxycarbonyl-4-(3'-nitrophenyl)1,4-dihydropyridine-5-carboxylic acid 4-methylbenzyl ester of melting point 106° C (from ethanol). Reactants: Cl (hydrogen chloride), [N+](=O)([O-])C1=CC=C(C=C1)SC=1NC=CN1 (2-[(4-Nitrophenyl)thio]-1H-imidazole), product. Run in C(C)O (ethyl alcohol), CO (methanol). Product: Cl.[N+](=O)([O-])C1=CC=C(C=C1)SC=1NC=CN1 (2-[(4-Nitrophenyl)thio]-1H-imidazole hydrochloride). As a reaction SMILES: [N+:1]([C:4]1[CH:9]=[CH:8][C:7]([S:10][C:11]2[NH:12][CH:13]=[CH:14][N:15]=2)=[CH:6][CH:5]=1)([O-:3])=[O:2].[ClH:16]>CO.C(O)C>[ClH:16].[N+:1]([C:4]1[CH:9]=[CH:8][C:7]([S:10][C:11]2[NH:15][CH:14]=[CH:13][N:12]=2)=[CH:6][CH:5]=1)([O-:3])=[O:2] |f:4.5|. Procedure details: The product from Example 26 was dissolved in methanol and treated with an excess of hydrogen chloride in ethyl alcohol. The mixture was concentrated and the residue triturated with ether and filtered. The solid was recrystallized from methanol to give the product as colorless prisms, mp 235°-240° C. (sealed tube). The reactants are Cl.N[C@@H](CC1=CC=CC=C1)C(=O)N[C@@H](CC(C)C)C(=O)OCC1=CC=CC=C1 (L-phenylalanyl-L-leucine, phenylmethyl ester, hydrochloride salt), C1(C=2C(C(N1CCCCCCP(O)(O)=O)=O)=CC=CC2)=O ((6-phthalimidohexyl)phosphonic acid), P(Cl)(Cl)(Cl)(Cl)Cl (phosphorus pentachloride), C(C1=CC=CC=C1)O (benzyl alcohol). Run in O1CCCC1 (tetrahydrofuran), C(C)N(CC)CC (triethylamine), C(C)(=O)OCC (ethyl acetate), C1=CC=CC=C1 (benzene), O1CCCC1 (tetrahydrofuran), C(C)N(CC)CC (triethylamine). Conditions: time 45 minute. The product is C1(=CC=CC=C1)COP(=O)(N[C@@H](CC1=CC=CC=C1)C(=O)N[C@@H](CC(C)C)C(=O)OCC1=CC=CC=C1)CCCCCCN1C(C=2C(C1=O)=CC=CC2)=O (N-[N-[(phenylmethoxy)(6-phthalimidohexyl)phosphinyl]-L-phenylalanyl]-L-leucine, phenylmethyl ester). RXN SMILES: [C:1]1(=[O:21])[N:5]([CH2:6][CH2:7][CH2:8][CH2:9][CH2:10][CH2:11][P:12](=[O:15])([OH:14])O)[C:4](=[O:16])[C:3]2=[CH:17][CH:18]=[CH:19][CH:20]=[C:2]12.P(Cl)(Cl)(Cl)(Cl)Cl.[CH2:28](O)[C:29]1[CH:34]=[CH:33][CH:32]=[CH:31][CH:30]=1.Cl.[NH2:37][C@H:38]([C:46]([NH:48][C@H:49]([C:54]([O:56][CH2:57][C:58]1[CH:63]=[CH:62][CH:61]=[CH:60][CH:59]=1)=[O:55])[CH2:50][CH:51]([CH3:53])[CH3:52])=[O:47])[CH2:39][C:40]1[CH:45]=[CH:44][CH:43]=[CH:42][CH:41]=1>C1C=CC=CC=1.O1CCCC1.C(OCC)(=O)C.C(N(CC)CC)C>[C:29]1([CH2:28][O:14][P:12]([CH2:11][CH2:10][CH2:9][CH2:8][CH2:7][CH2:6][N:5]2[C:1](=[O:21])[C:2]3=[CH:20][CH:19]=[CH:18][CH:17]=[C:3]3[C:4]2=[O:16])([NH:37][C@H:38]([C:46]([NH:48][C@H:49]([C:54]([O:56][CH2:57][C:58]2[CH:59]=[CH:60][CH:61]=[CH:62][CH:63]=2)=[O:55])[CH2:50][CH:51]([CH3:53])[CH3:52])=[O:47])[CH2:39][C:40]2[CH:41]=[CH:42][CH:43]=[CH:44][CH:45]=2)=[O:15])[CH:34]=[CH:33][CH:32]=[CH:31][CH:30]=1 |f:3.4|. Procedure details: A suspension of (6-phthalimidohexyl)phosphonic acid (2.34 g., 7.52 mmole) in dry benzene (10 ml.) is treated with phosphorus pentachloride (3.30 g., 15.9 mmole) and stirred at room temperature under argon for 45 minutes. The mixture is then refluxed for 15 minutes, cooled and evaporated to dryness (0.5 mm. Hg). The residue is taken up in dry tetrahydrofuran (10 ml.), cooled in an ice bath and treated dropwise with a solution of benzyl alcohol (0.81 g., 7.5 mmole) and triethylamine (1.05 ml., 7.5... The reactants are C(CCC(=O)O)(=O)O (succinic acid), ClC1=C(C2=C(CCNCC2)C=C1)N1N=C(C=C1C)C (7-chloro-6-(3,5-dimethylpyrazol-1-yl)-2,3,4,5-tetrahydro-1H-benzo[d]azepine). Solvent: CO (methanol). Product: C(CCC(=O)O)(=O)O.ClC1=C(C2=C(CCNCC2)C=C1)N1N=C(C=C1C)C (7-Chloro-6-(3,5-dimethylpyrazol-1-yl)-2,3,4,5-tetrahydro-1H-benzo[d]azepine succinate). Yield: 78.4%. RXN SMILES: [C:1]([OH:8])(=[O:7])[CH2:2][CH2:3][C:4]([OH:6])=[O:5].[Cl:9][C:10]1[CH:20]=[CH:19][C:13]2[CH2:14][CH2:15][NH:16][CH2:17][CH2:18][C:12]=2[C:11]=1[N:21]1[C:25]([CH3:26])=[CH:24][C:23]([CH3:27])=[N:22]1>CO>[C:1]([OH:8])(=[O:7])[CH2:2][CH2:3][C:4]([OH:6])=[O:5].[Cl:9][C:10]1[CH:20]=[CH:19][C:13]2[CH2:14][CH2:15][NH:16][CH2:17][CH2:18][C:12]=2[C:11]=1[N:21]1[C:25]([CH3:26])=[CH:24][C:23]([CH3:27])=[N:22]1 |f:3.4|. Procedure details: Add succinic acid (55.9 mg, 0.47 mmol) to a solution of 7-chloro-6-(3,5-dimethylpyrazol-1-yl)-2,3,4,5-tetrahydro-1H-benzo[d]azepine (130.5 mg, 0.47 mmol) in methanol (3 mL). Stir the reaction at RT for 15 min, and concentrate to give the title compound (145.19 mg, 78%). Reactants: CCOC(C)=O, NC1CN(c2ncc(C(F)(F)F)cc2Cl)C1, CC(C)N1C(=O)C(Cl)=C(c2ccccc2)S1(=O)=O, CN(C)C=O. The product is CC(C)N1C(=O)C(NC2CN(c3ncc(C(F)(F)F)cc3Cl)C2)=C(c2ccccc2)S1(=O)=O. As a reaction SMILES: [CH3:40][CH2:41][O:42][C:43]([CH3:44])=[O:45].[Cl:19][c:20]1[c:21]([N:30]2[CH2:31][CH:32]([NH2:34])[CH2:33]2)[n:22][cH:23][c:24]([C:26]([F:27])([F:28])[F:29])[cH:25]1.[Cl:1][C:2]1=[C:6]([c:7]2[cH:8][cH:9][cH:10][cH:11][cH:12]2)[S:5](=[O:13])(=[O:14])[N:4]([CH:15]([CH3:16])[CH3:17])[C:3]1=[O:18].[O:35]=[CH:36][N:37]([CH3:38])[CH3:39]>>[C:2]1([NH:34][CH:32]2[CH2:31][N:30]([c:21]3[c:20]([Cl:19])[cH:25][c:24]([C:26]([F:27])([F:28])[F:29])[cH:23][n:22]3)[CH2:33]2)=[C:6]([c:7]2[cH:8][cH:9][cH:10][cH:11][cH:12]2)[S:5](=[O:13])(=[O:14])[N:4]([CH:15]([CH3:16])[CH3:17])[C:3]1=[O:18]. Starting materials: COCOC1=CC=C(C=C1)C1=CC(=NN1C1=CC=C(C=C1)OC)N (5-[4-(Methoxymethoxy)phenyl]-1-(4-methoxyphenyl)-1H-pyrazol-3-amine), [Cl-].[Li+] (lithium chloride), N(=O)OCCC(C)C (isoamyl nitrite). The reagents and catalysts are [Cu](Cl)Cl (copper (II) chloride). Solvent: C(C)#N (acetonitrile). Reaction conditions: time 10 minute. The product is ClC1=NN(C(=C1)C1=CC=C(C=C1)OCOC)C1=CC=C(C=C1)OC (3-Chloro-5-[4-(methoxymethoxy)phenyl]-1-(4-methoxy-phenyl)-1H-pyrazole). As a reaction SMILES: [CH3:1][O:2][CH2:3][O:4][C:5]1[CH:10]=[CH:9][C:8]([C:11]2[N:15]([C:16]3[CH:21]=[CH:20][C:19]([O:22][CH3:23])=[CH:18][CH:17]=3)[N:14]=[C:13](N)[CH:12]=2)=[CH:7][CH:6]=1.[Cl-:25].[Li+].N(OCCC(C)C)=O>C(#N)C.[Cu](Cl)Cl>[Cl:25][C:13]1[CH:12]=[C:11]([C:8]2[CH:9]=[CH:10][C:5]([O:4][CH2:3][O:2][CH3:1])=[CH:6][CH:7]=2)[N:15]([C:16]2[CH:21]=[CH:20][C:19]([O:22][CH3:23])=[CH:18][CH:17]=2)[N:14]=1 |f:1.2|. Reported procedure: A mixture of 5-[4-(methoxymethoxy)phenyl]-1-(4-methoxyphenyl)-1H-pyrazol-3-amine obtained by Example 20-2 (3.79 g), lithium chloride (2.47 g), and copper (II) chloride (3.13 g) in acetonitrile (60 ml) was stirred at room temperature for 10 min. To this mixture was added isoamyl nitrite (2.73 g), and the mixture was stirred at room temperature for 1 hr. Product: NCc1ccc(C(F)(F)F)cc1Cl. RXN SMILES: [CH3:14][S:15]([CH3:16])=[O:17].[Cl:1][c:2]1[c:3]([C:4]#[N:5])[cH:6][cH:7][c:8]([C:10]([F:11])([F:12])[F:13])[cH:9]1>>[Cl:1][c:2]1[c:3]([CH2:4][NH2:5])[cH:6][cH:7][c:8]([C:10]([F:11])([F:12])[F:13])[cH:9]1. Reactants: CS(C)=O, N#Cc1ccc(C(F)(F)F)cc1Cl.